Dataset: the Open Reaction Database (ORD), a public repository of structured organic reaction records. Task: describe an organic reaction: reactants, conditions, products, and yield Starting materials: C1CCOC1, CN(C)C=O, Fc1ccc(Oc2cccs2)cc1, [Li]CCCC. Yields the product O=Cc1ccc(Oc2ccc(F)cc2)s1. Reaction SMILES: [CH2:24]1[O:25][CH2:26][CH2:27][CH2:28]1.[CH3:19][N:20]([CH:21]=[O:22])[CH3:23].[F:1][c:2]1[cH:3][cH:4][c:5]([O:6][c:7]2[s:8][cH:9][cH:10][cH:11]2)[cH:12][cH:13]1.[Li:14][CH2:15][CH2:16][CH2:17][CH3:18]>>[F:1][c:2]1[cH:3][cH:4][c:5]([O:6][c:7]2[s:8][c:9]([CH:21]=[O:22])[cH:10][cH:11]2)[cH:12][cH:13]1. The reactants are solid, Cl.Cl.O1C=C(C=C2C1=CC=C2)C2N(CCCC2)CC[C@@H]2CC[C@H](CC2)N (trans-4-[2-(4-benzofuran-3-yl-piperidin-1-yl)-ethyl]-cyclohexylamine dihydrochloride), Cl.Cl.O1C=C(C=C2C1=CC=C2)C2N(CCCC2)CC[C@@H]2CC[C@H](CC2)N (trans-4-[2-(4-benzofuran-3-yl-piperidin-1-yl)-ethyl]-cyclohexylamine dihydrochloride), CC1=NOC(=C1)C(=O)O (3-methyl-isoxazole-5-carboxylic acid). Product: O1C=C(C=C2C1=CC=C2)C2N(CCCC2)CC[C@@H]2CC[C@H](CC2)NC(=O)C2=CC(=NO2)C (3-Methyl-isoxazole-5-carboxylic acid trans-{4-[2-(4-benzofuran-3-yl-piperidin-1-yl)-ethyl]-cyclohexyl}-amide). As a reaction SMILES: Cl.Cl.[O:3]1[C:8]2=[CH:9][CH:10]=[CH:11][C:7]2=[CH:6][C:5]([CH:12]2[CH2:17][CH2:16][CH2:15][CH2:14][N:13]2[CH2:18][CH2:19][C@H:20]2[CH2:25][CH2:24][C@H:23]([NH2:26])[CH2:22][CH2:21]2)=[CH:4]1.[CH3:27][C:28]1[CH:32]=[C:31]([C:33](O)=[O:34])[O:30][N:29]=1>>[O:3]1[C:8]2=[CH:9][CH:10]=[CH:11][C:7]2=[CH:6][C:5]([CH:12]2[CH2:17][CH2:16][CH2:15][CH2:14][N:13]2[CH2:18][CH2:19][C@H:20]2[CH2:21][CH2:22][C@H:23]([NH:26][C:33]([C:31]3[O:30][N:29]=[C:28]([CH3:27])[CH:32]=3)=[O:34])[CH2:24][CH2:25]2)=[CH:4]1 |f:0.1.2|. Procedure: The title compound, off-white solid (89 mg, 82%), MS (ISP) m/z=436.3 [(M+H)+], mp 178° C., was prepared in accordance with the general method of example 1 from trans-4-[2-(4-benzofuran-3-yl-piperidin-1-yl)-ethyl]-cyclohexylamine dihydrochloride (intermediate A) (100 mg, 0.25 mmol) and 3-methyl-isoxazole-5-carboxylic acid. Reactants: C(C)(C)[C@@H]\1CCC(C(CCC(/C=C1)=C)S(=O)C1=CC=CC=C1)=O ((4S,5E)-4-isopropyl-7-methylene-10-phenylsulfinyl-5-cyclodecen-1-one), C([O-])([O-])=O.[Ca+2] (calcium carbonate). Solvent: C1(=CC=CC=C1)C (toluene). Yields the product C(C)(C)[C@H]1/C=C/C(C\C=C/C(CC1)=O)=C ((8S,2Z,6E)-8-isopropyl-5-methylene-2,6-cyclodecadiene-1-one). The yield is 47.3%. As a reaction SMILES: [CH:1]([C@@H:4]1[CH2:5][CH2:6][C:7](=[O:23])[CH:8](S(C2C=CC=CC=2)=O)[CH2:9][CH2:10][C:11](=[CH2:14])[CH:12]=[CH:13]1)([CH3:3])[CH3:2].C(=O)([O-])[O-].[Ca+2]>C1(C)C=CC=CC=1>[CH:1]([C@@H:4]1[CH2:5][CH2:6][C:7](=[O:23])[CH:8]=[CH:9][CH2:10][C:11](=[CH2:14])[CH:12]=[CH:13]1)([CH3:3])[CH3:2] |f:1.2|. Procedure details: After dissolving 2.6 g of the product of step 2 in 200 ml of toluene, 2.5 g of calcium carbonate were added to the solution and the mixture was refluxed under nitrogen gas stream for 5 hours. The reaction mixture was filtered to remove calcium carbonate, and the filtrate was concentrated under reduced pressure to 5 ml. Then, 10 ml of hexane were added to the concentrate. Using n-hexane-ethyl acetate as an eluent, the mixture was subjected to column chromatography using 100 g of alumina (activity... The reactants are ClS(=O)(=O)C1=CC=2C3=C(C(NC2C=C1)=O)NC=C3C(=O)O (8-chlorosulfonyl-4-oxo-4,5-dihydro-3H-pyrrolo[2,3-c]quinoline-1-carboxylic acid), N1(CCOCC1)C1=CC=C(N)C=C1 (4-morpholin-4-yl-aniline). The product is N1(CCOCC1)C1=CC=C(C=C1)NS(=O)(=O)C1=CC=2C3=C(C(NC2C=C1)=O)NC=C3.C(C)C(=O)[O-] (8-(4-morpholin-4-yl-phenylsulfamoyl)-4-oxo-4,5-dihydro-3H-pyrrolo[2,3-c]quinoline 1-ethyl carboxylate). Isolated yield 49.8%. RXN SMILES: Cl[S:2]([C:5]1[CH:14]=[CH:13][C:12]2[NH:11][C:10](=[O:15])[C:9]3[NH:16][CH:17]=[C:18]([C:19]([OH:21])=[O:20])[C:8]=3[C:7]=2[CH:6]=1)(=[O:4])=[O:3].[N:22]1([C:28]2[CH:34]=[CH:33][C:31]([NH2:32])=[CH:30][CH:29]=2)[CH2:27][CH2:26][O:25][CH2:24][CH2:23]1>>[N:22]1([C:28]2[CH:29]=[CH:30][C:31]([NH:32][S:2]([C:5]3[CH:14]=[CH:13][C:12]4[NH:11][C:10](=[O:15])[C:9]5[NH:16][CH:17]=[CH:18][C:8]=5[C:7]=4[CH:6]=3)(=[O:3])=[O:4])=[CH:33][CH:34]=2)[CH2:23][CH2:24][O:25][CH2:26][CH2:27]1.[CH2:18]([C:19]([O-:21])=[O:20])[CH3:17] |f:2.3|. Procedure details: This compound is prepared according to synthesis 25, from 150 mg (0.46 mmol) of 8-chlorosulfonyl-4-oxo-4,5-dihydro-3H-pyrrolo[2,3-c]quinoline-1-carboxylic acid (synthesis 2) and 98 mg (0.55 mmol) of 4-morpholin-4-yl-aniline. After purification by chromatography on silica (eluent dichloromethane/methanol 95/5) then trituration in methanol, 57 mg (25%) of 8-(4-morpholin-4-yl-phenylsulfamoyl)-4-oxo-4,5-dihydro-3H-pyrrolo[2,3-c]quinoline-1-ethyl carboxylate is obtained in the form of a gray solid. Starting materials: B.C1CCOC1.C1CCOC1 (BH3.THF THF), CSCCN(C1=CC=C(C=C1)S(=O)(=O)NC(C)=O)C(C1=CC=C(C=C1)F)=O (4-[(2-methylthio-ethyl)-(4-fluoro-benzoyl)-amino]-N-acetyl-benzenesulfonamide). Run in C1CCOC1 (THF). Run at time 18 hour. Product: CSCCN(C1=CC=C(C=C1)S(=O)(=O)NCC)CC1=CC=C(C=C1)F (4-[(2-methylthio-ethyl)-(4-fluoro-benzyl)-amino]-N-ethyl-benzenesulfonamide). Yield: 60.6%. Reaction SMILES: B.C1COCC1.C1COCC1.[CH3:12][S:13][CH2:14][CH2:15][N:16]([C:30](=O)[C:31]1[CH:36]=[CH:35][C:34]([F:37])=[CH:33][CH:32]=1)[C:17]1[CH:22]=[CH:21][C:20]([S:23]([NH:26][C:27](=O)[CH3:28])(=[O:25])=[O:24])=[CH:19][CH:18]=1>C1COCC1>[CH3:12][S:13][CH2:14][CH2:15][N:16]([CH2:30][C:31]1[CH:32]=[CH:33][C:34]([F:37])=[CH:35][CH:36]=1)[C:17]1[CH:18]=[CH:19][C:20]([S:23]([NH:26][CH2:27][CH3:28])(=[O:24])=[O:25])=[CH:21][CH:22]=1 |f:0.1.2|. Reported procedure: A solution of 1 M BH3.THF/THF (7.0 mL, 7.0 mmol) was added to a stirring solution of 4-[(2-methylthio-ethyl)-(4-fluoro-benzoyl)-amino]-N-acetyl-benzenesulfonamide (0.29 g, 0.69 mmol) in THF (8 mL). After 18 h, the excess BH3 was quenched by addition of 0.1 M HCl; followed by partitioning the mixture between CH2Cl2 and NaHCO3. The organic layer was dried (Na2SO4), filtered, evaporated in vacuo, and the residue was purified by MPLC (CH2Cl2 to 90:10 CH2Cl2/EtOAc) to afford 0.16 g (59%) of 4-[(2-met... Reported procedure: A solution of 3-chloroperbenzoic acid (1.35 g, 6.6 mmol) in dry dichloromethane (40 ml) was added dropwise to an ice cooled solution of 2H-1,4-benzothiazin-3(4H)-one (1.10 g, 6.6 mmol) in dry dichloromethane (100 ml) with stirring. The reaction mixture was allowed to reach room temperature, then stirred overnight. The product was collected by filtration and washed with dichloromethane. Yield 0.54 g (45%) mp 184–6° C. Run in ClCCl (dichloromethane), ClCCl (dichloromethane). RXN SMILES: ClC1C=CC=C(C(OO)=[O:9])C=1.[S:12]1[C:17]2[CH:18]=[CH:19][CH:20]=[CH:21][C:16]=2[NH:15][C:14](=[O:22])[CH2:13]1>ClCCl>[O:9]=[S:12]1[C:17]2[CH:18]=[CH:19][CH:20]=[CH:21][C:16]=2[NH:15][C:14](=[O:22])[CH2:13]1. Product: O=S1CC(NC2=C1C=CC=C2)=O (1-Oxo-2H-1,4-Benzothiazin-3(4H)-one). Reactants: ClC1=CC(=CC=C1)C(=O)OO (3-chloroperbenzoic acid), ice, S1CC(NC2=C1C=CC=C2)=O (2H-1,4-benzothiazin-3(4H)-one). Reported procedure: To a solution of 6-aminonaphth-1-ol (1.0 g) in DMF (50 mL), NaH (60% in mineral oil, 0.17 g) was added, and the reaction was stirred for 1 hour. Iodomethane (0.39 mL) was added, and the reaction was stirred for another 1 hour. The reaction was then partitioned between NaHCO3 (aq., 150 mL) and EtOAc (100 mL), the layers separated, and the organic layer washed with brine, dried (Na2SO4) and concentrated. The crude reaction was purified over silica gel (gradient of EtOAc in heptane) to provide the ... Yields the product COC1=C2C=CC(=CC2=CC=C1)N (5-methoxy-2-aminonaphthalene). Reaction SMILES: [NH2:1][C:2]1[CH:3]=[C:4]2[C:9](=[CH:10][CH:11]=1)[C:8]([OH:12])=[CH:7][CH:6]=[CH:5]2.[H-].[Na+].I[CH3:16]>CN(C=O)C>[CH3:16][O:12][C:8]1[CH:7]=[CH:6][CH:5]=[C:4]2[C:9]=1[CH:10]=[CH:11][C:2]([NH2:1])=[CH:3]2 |f:1.2|. Reaction conditions: time 1 hour. Run in CN(C)C=O (DMF). The reactants are NC=1C=C2C=CC=C(C2=CC1)O (6-aminonaphth-1-ol), [H-].[Na+] (NaH), IC (Iodomethane).